Dataset: the Open Reaction Database (ORD), a public repository of structured organic reaction records. Task: describe an organic reaction: reactants, conditions, products, and yield The reactants are C1CCOC1, COCCOc1cc2ncnc(Cl)c2cc1OC, [H-], O=C1Cc2cccnc2N1, [Na+], CN(C)C=O. Product: COCCOc1cc2ncnc(C3C(=O)Nc4ncccc43)c2cc1OC. As a reaction SMILES: [CH2:31]1[O:32][CH2:33][CH2:34][CH2:35]1.[Cl:13][c:14]1[n:15][cH:16][n:17][c:18]2[cH:19][c:20]([O:26][CH2:27][CH2:28][O:29][CH3:30])[c:21]([O:24][CH3:25])[cH:22][c:23]12.[H-:11].[NH:1]1[C:2](=[O:10])[CH2:3][c:4]2[cH:5][cH:6][cH:7][n:8][c:9]21.[Na+:12].[O:36]=[CH:37][N:38]([CH3:39])[CH3:40]>>[NH:1]1[C:2](=[O:10])[CH:3]([c:14]2[n:15][cH:16][n:17][c:18]3[cH:19][c:20]([O:26][CH2:27][CH2:28][O:29][CH3:30])[c:21]([O:24][CH3:25])[cH:22][c:23]23)[c:4]2[cH:5][cH:6][cH:7][n:8][c:9]21. Reactants: [Br-], C1CCOC1, CC[Mg+], CN1CCCC1=O, COC(=O)c1ccc(Cl)cc1. Yields the product CCc1ccc(C(=O)OC)cc1. RXN SMILES: [Br-:1].[CH2:16]1[O:17][CH2:18][CH2:19][CH2:20]1.[CH2:2]([CH3:3])[Mg+:4].[CH3:21][N:22]1[CH2:23][CH2:24][CH2:25][C:26]1=[O:27].[Cl:5][c:6]1[cH:7][cH:8][c:9]([C:10](=[O:11])[O:12][CH3:13])[cH:14][cH:15]1>>[CH2:2]([CH3:3])[c:6]1[cH:7][cH:8][c:9]([C:10](=[O:11])[O:12][CH3:13])[cH:14][cH:15]1. Reactants: CB1OB(OB(O1)C)C (trimethylboroxine), BrC1=C(C=O)C=C(C(=C1)Cl)OC (2-bromo-4-chloro-5-methoxybenzaldehyde), CB1OB(OB(O1)C)C (trimethylboroxine), C([O-])([O-])=O.[K+].[K+] (potassium carbonate). The reagents and catalysts are C=1C=CC(=CC1)[P](C=2C=CC=CC2)(C=3C=CC=CC3)[Pd]([P](C=4C=CC=CC4)(C=5C=CC=CC5)C=6C=CC=CC6)([P](C=7C=CC=CC7)(C=8C=CC=CC8)C=9C=CC=CC9)[P](C=1C=CC=CC1)(C=1C=CC=CC1)C=1C=CC=CC1 (tetrakis(triphenylphosphine)palladium(0)), C=1C=CC(=CC1)[P](C=2C=CC=CC2)(C=3C=CC=CC3)[Pd]([P](C=4C=CC=CC4)(C=5C=CC=CC5)C=6C=CC=CC6)([P](C=7C=CC=CC7)(C=8C=CC=CC8)C=9C=CC=CC9)[P](C=1C=CC=CC1)(C=1C=CC=CC1)C=1C=CC=CC1 (tetrakis(triphenylphosphine)palladium(0)). Solvent: O1CCOCC1 (1,4-dioxane). Yields the product ClC1=CC(=C(C=O)C=C1OC)C (4-chloro-5-methoxy-2-methylbenzaldehyde). The yield is 79.7%. Reaction SMILES: Br[C:2]1[CH:9]=[C:8]([Cl:10])[C:7]([O:11][CH3:12])=[CH:6][C:3]=1[CH:4]=[O:5].[CH3:13]B1OB(C)OB(C)O1.C(=O)([O-])[O-].[K+].[K+]>O1CCOCC1.C1C=CC([P]([Pd]([P](C2C=CC=CC=2)(C2C=CC=CC=2)C2C=CC=CC=2)([P](C2C=CC=CC=2)(C2C=CC=CC=2)C2C=CC=CC=2)[P](C2C=CC=CC=2)(C2C=CC=CC=2)C2C=CC=CC=2)(C2C=CC=CC=2)C2C=CC=CC=2)=CC=1>[Cl:10][C:8]1[C:7]([O:11][CH3:12])=[CH:6][C:3]([CH:4]=[O:5])=[C:2]([CH3:13])[CH:9]=1 |f:2.3.4,^1:37,39,58,77|. Procedure details: To a degassed solution of 2-bromo-4-chloro-5-methoxybenzaldehyde (1.46 g, 5.9 mmol) and trimethylboroxine (0.82 mL, 5.9 mmol) in 1,4-dioxane (80 mL) was added potassium carbonate (2.43 g, 17.6 mmol) and tetrakis(triphenylphosphine)palladium(0) (0.68 g, 0.6 mmol). The mixture was heated under reflux for about 23 h, then more tetrakis(triphenylphosphine)palladium(0) (0.17 g, 0.15 mmol) and trimethylboroxine (0.2 mL, 1.4 mmol) were added and the mixture was heated under reflux for about another 8 h... As a reaction SMILES: [C:1]([OH:2])(=[O:3])[CH:4]=[CH:5][C:6]([OH:7])=[O:8].[C:40]([O:41][BH-:42]([O:43][C:44](=[O:45])[CH3:46])[O:47][C:48](=[O:49])[CH3:50])(=[O:51])[CH3:52].[CH3:54][C:55](=[O:56])[OH:57].[CH:22](=[O:23])[c:24]1[cH:25][cH:26][c:27]([O:28][c:29]2[n:30][cH:31][c:32]([C:33](=[O:34])[NH2:35])[cH:36][cH:37]2)[cH:38][cH:39]1.[Cl:58][CH2:59][CH2:60][Cl:61].[Na+:53].[c:9]1([CH:15]2[CH2:16][NH:17][CH2:18][CH2:19][CH2:20][CH2:21]2)[cH:10][cH:11][cH:12][cH:13][cH:14]1>>[c:9]1([CH:15]2[CH2:16][N:17]([CH2:22][c:24]3[cH:25][cH:26][c:27]([O:28][c:29]4[n:30][cH:31][c:32]([C:33](=[O:34])[NH2:35])[cH:36][cH:37]4)[cH:38][cH:39]3)[CH2:18][CH2:19][CH2:20][CH2:21]2)[cH:10][cH:11][cH:12][cH:13][cH:14]1. Yields the product NC(=O)c1ccc(Oc2ccc(CN3CCCCC(c4ccccc4)C3)cc2)nc1. The reactants are O=C(O)C=CC(=O)O, CC(=O)O[BH-](OC(C)=O)OC(C)=O, CC(=O)O, NC(=O)c1ccc(Oc2ccc(C=O)cc2)nc1, ClCCCl, [Na+], c1ccc(C2CCCCNC2)cc1.